The task is: describe an organic reaction: reactants, conditions, products, and yield. This data is from the Open Reaction Database (ORD), a public repository of structured organic reaction records. Starting materials: S(=S)(=O)([O-])[O-].[Na+].[Na+] (sodium thiosulfate), [O-]O.C1(=CC=CC=C1)C(C)C (cumene hydroperoxide), CC=1C(=NC=CC1OCC(F)(F)F)CSC=1NC2=C(N1)C=CC=C2 (2-[[[3-methyl-4-(2,2,2-trifluoroethoxy)-2-pyridyl]methyl]thio]benzimidazole), C(=O)(OCC)C(O)C(O)C(=O)OCC (diethyl (+)-tartrate), C(C)(C)N(CC)C(C)C (diisopropylethylamine), [O-]O.C1(=CC=CC=C1)C(C)C (cumene hydroperoxide). The reagents and catalysts are CC([O-])C.[Ti+4].CC([O-])C.CC([O-])C.CC([O-])C (titanium (IV) isopropoxide). Run in O (water), C1(=CC=CC=C1)C (toluene). Reaction conditions: time 30 minute. Product: CC=1C(=NC=CC1OCC(F)(F)F)C[S@@](=O)C=1NC2=C(N1)C=CC=C2 ((R)-2-[[[3-methyl-4-(2,2,2-trifluoroethoxy)-2-pyridyl]methyl]sulfinyl]benzimidazole). As a reaction SMILES: [CH3:1][C:2]1[C:3]([CH2:14][S:15][C:16]2[NH:17][C:18]3[CH:24]=[CH:23][CH:22]=[CH:21][C:19]=3[N:20]=2)=[N:4][CH:5]=[CH:6][C:7]=1[O:8][CH2:9][C:10]([F:13])([F:12])[F:11].C(C(C(C(OCC)=O)O)O)(OCC)=[O:26].C(N(C(C)C)CC)(C)C.[O-]O.C1(C(C)C)C=CC=CC=1.S([O-])([O-])(=O)=S.[Na+].[Na+]>CC(C)[O-].[Ti+4].CC(C)[O-].CC(C)[O-].CC(C)[O-].O.C1(C)C=CC=CC=1>[CH3:1][C:2]1[C:3]([CH2:14][S@:15]([C:16]2[NH:20][C:19]3[CH:21]=[CH:22][CH:23]=[CH:24][C:18]=3[N:17]=2)=[O:26])=[N:4][CH:5]=[CH:6][C:7]=1[O:8][CH2:9][C:10]([F:12])([F:11])[F:13] |f:3.4,5.6.7,8.9.10.11.12|. Procedure: Under a nitrogen atmosphere, 2-[[[3-methyl-4-(2,2,2-trifluoroethoxy)-2-pyridyl]methyl]thio]benzimidazole (100 g), toluene (500 mL), water (0.23 mL) and diethyl (+)-tartrate (10.6 mL) were mixed. Under a nitrogen atmosphere, titanium (IV) isopropoxide (8.3 mL) was added to the mixture at 50° C. to 60° C., and the mixture was stirred at the same temperature for 30 min. Under a nitrogen atmosphere, diisopropylethylamine (16.3 mL) was added to the obtained mixture at 0° C. to 10° C., cumene hydroper... Starting materials: C(CCC(=O)OCC)(C(=O)OC)C(=O)OC (3-Ethyl 1,1-dimethyl 1,1,3-propanetricarboxylate), C1(=CC=CC=C1)/C=C/C(N)=N ((2E)-3-phenyl-2-propenimidamide), C[O-].[Na+] (NaOMe). The solvent is CO (MeOH), CO (MeOH). Reaction conditions: time 2 day. The product is OC=1N=C(NC(C1CCC(=O)OC)=O)\C=C\C1=CC=CC=C1 (Methyl 3-{4-hydroxy-6-oxo-2-[(E)-2-phenylethenyl]-1,6-dihydro-5-pyrimidinyl}propanoate). As a reaction SMILES: [CH:1]([C:13]([O:15]C)=O)([C:9]([O:11]C)=O)[CH2:2][CH2:3][C:4]([O:6][CH2:7]C)=[O:5].[C:17]1(/[CH:23]=[CH:24]/[C:25](=[NH:27])[NH2:26])[CH:22]=[CH:21][CH:20]=[CH:19][CH:18]=1.C[O-].[Na+]>CO>[OH:15][C:13]1[N:26]=[C:25](/[CH:24]=[CH:23]/[C:17]2[CH:22]=[CH:21][CH:20]=[CH:19][CH:18]=2)[NH:27][C:9](=[O:11])[C:1]=1[CH2:2][CH2:3][C:4]([O:6][CH3:7])=[O:5] |f:2.3|. Procedure: 3-Ethyl 1,1-dimethyl 1,1,3-propanetricarboxylate (23.8 g; 103 mmol) and (2E)-3-phenyl-2-propenimidamide (10.0 g; 68.4 mmol) were combined in MeOH (400 mL), treated with NaOMe in MeOH (31.0 g; 143 mmol) and the solution was stirred at room temperature for 2 days. The solution turned dark, and a dark green solid was filtered off. The solution was concentrated under vacuum, diluted with water, acidified to pH 2 with 6N HCl and the resulting yellow precipitate was filtered off. The aqueous mother li... Procedure: (±)-1,1-Dimethyl-1a,3,5,5a-tetrahydro-1H-2,3-diaza-cyclopropa[a]pentalene-4-carboxylic acid ethyl ester (0.0390 g, 0.177 mmol) was stirred for 18 hours at room temperature in a solution of 1:5:1 methanol:THF:1M aqueous lithium hydroxide (14 mL). Solvent was removed under reduced pressure, the residue was taken up in 1M aqueous hydrochloric acid (5 mL) and extracted into ethyl acetate (40 mL). Solvent was removed under reduced pressure and the residue purified by preparative HPLC to give a white ... Reaction SMILES: C([O:3][C:4]([C:6]1[NH:13][N:12]=[C:11]2[C:7]=1[CH2:8][CH:9]1[C:14]([CH3:16])([CH3:15])[CH:10]12)=[O:5])C.CO.[OH-].[Li+]>C1COCC1>[CH3:15][C:14]1([CH3:16])[CH:9]2[CH2:8][C:7]3[C:11]([CH:10]12)=[N:12][NH:13][C:6]=3[C:4]([OH:5])=[O:3] |f:2.3|. Reactants: C(C)OC(=O)C1=C2CC3C(C2=NN1)C3(C)C ((±)-1,1-Dimethyl-1a,3,5,5a-tetrahydro-1H-2,3-diaza-cyclopropa[a]pentalene-4-carboxylic acid ethyl ester), CO (methanol), [OH-].[Li+] (lithium hydroxide). Solvent: C1CCOC1 (THF). The product is CC1(C2C1CC1=C(NN=C21)C(=O)O)C ((±)-1,1-Dimethyl-1a,3,5,5a-tetrahydro-1H-2,3-diaza-cyclopropa[a]pentalene-4-carboxylic acid). Starting materials: S(=O)(Cl)Cl (thionyl chloride), C(C1=CC=C(C=O)C=C1)(=O)O (terephthalaldehydic acid), C1(=CC=CC=C1)C (toluene). Solvent: N1=CC=CC=C1 (pyridine). Product: C(C1=CC=C(C=O)C=C1)(=O)Cl (Terephthalaldehydic acid chloride). Reaction SMILES: S(Cl)([Cl:3])=O.[C:5]([OH:15])(=O)[C:6]1[CH:13]=[CH:12][C:9]([CH:10]=[O:11])=[CH:8][CH:7]=1.C1(C)C=CC=CC=1>N1C=CC=CC=1>[C:5]([Cl:3])(=[O:15])[C:6]1[CH:13]=[CH:12][C:9]([CH:10]=[O:11])=[CH:8][CH:7]=1. Procedure: The title substance was synthesized as follows: 300 ml of thionyl chloride was dropped into a mixture of 358 g of commercially available terephthalaldehydic acid with 700 ml of toluene and 2 g of pyridine, and the solution was heated under reflux slowly until a homogeneous reaction solution was obtained. After the solution was cooled to room temperature, unreacted thionyl chloride and toluene as a solvent were distilled off in vacuum. Terephthalaldehydic acid chloride (b.p. 133°-135° C./15 Torr)...